From a dataset of the Open Reaction Database (ORD), a public repository of structured organic reaction records. describe an organic reaction: reactants, conditions, products, and yield Reactants: CCN=C=O, ClCCl, Cc1cc(OCc2ccc(-c3ccccc3-c3nnn(C(c4ccccc4)(c4ccccc4)c4ccccc4)n3)cc2)c(CN)c(C)n1. Yields the product CCNC(=O)NCc1c(OCc2ccc(-c3ccccc3-c3nnn(C(c4ccccc4)(c4ccccc4)c4ccccc4)n3)cc2)cc(C)nc1C. As a reaction SMILES: [CH2:1]([CH3:2])[N:3]=[C:4]=[O:5].[Cl:54][CH2:55][Cl:56].[NH2:6][CH2:7][c:8]1[c:9]([CH3:53])[n:10][c:11]([CH3:52])[cH:12][c:13]1[O:14][CH2:15][c:16]1[cH:17][cH:18][c:19](-[c:22]2[c:23](-[c:28]3[n:29][n:30][n:31]([C:33]([c:34]4[cH:35][cH:36][cH:37][cH:38][cH:39]4)([c:40]4[cH:41][cH:42][cH:43][cH:44][cH:45]4)[c:46]4[cH:47][cH:48][cH:49][cH:50][cH:51]4)[n:32]3)[cH:24][cH:25][cH:26][cH:27]2)[cH:20][cH:21]1>>[CH2:1]([CH3:2])[NH:3][C:4](=[O:5])[NH:6][CH2:7][c:8]1[c:9]([CH3:53])[n:10][c:11]([CH3:52])[cH:12][c:13]1[O:14][CH2:15][c:16]1[cH:17][cH:18][c:19](-[c:22]2[c:23](-[c:28]3[n:29][n:30][n:31]([C:33]([c:34]4[cH:35][cH:36][cH:37][cH:38][cH:39]4)([c:40]4[cH:41][cH:42][cH:43][cH:44][cH:45]4)[c:46]4[cH:47][cH:48][cH:49][cH:50][cH:51]4)[n:32]3)[cH:24][cH:25][cH:26][cH:27]2)[cH:20][cH:21]1. The reactants are CC(C(=O)[O-])O (methylglycolate), N1=CC=CC=C1 (pyridin), FC(S(=O)(=O)OS(=O)(=O)C(F)(F)F)(F)F (trifluorometansulfonic anhydrid). Solvent: C(Cl)Cl (CH2Cl2), C(Cl)Cl (CH2Cl2). Reaction conditions: temperature 0 celsius. Product: S(=O)(=O)(C(F)(F)F)OCC(=O)OC (TfO-CH2COOMe). The yield is 89.5%. RXN SMILES: [F:1][C:2]([F:15])([F:14])[S:3]([O:6]S(C(F)(F)F)(=O)=O)(=[O:5])=[O:4].C[CH:17](O)[C:18]([O-:20])=[O:19].N1C=CC=C[CH:23]=1>C(Cl)Cl>[S:3]([O:6][CH2:17][C:18]([O:20][CH3:23])=[O:19])([C:2]([F:15])([F:14])[F:1])(=[O:5])=[O:4]. Procedure: 10.09 ml (60 mmol) trifluorometansulfonic anhydrid dissolved in CH2Cl2 was added dropwise to a mixture of 4.05 ml (50 mmol) methylglycolate and 4.04 ml (50 mmol) pyridin in CH2Cl2 (totally 62.5 ml) at 0° C. during 25 minutes, and thereafter stirred at 0° C. for 1 H. After washing with 0.3M KHSO4 and saturated NA2CO3, drying (Na2SO4) and filtration, evaporation of the solvent in vacuo gave 9.94 g (90%) of the title compound. Reactants: BrC1=C(CN2C(=NC3=C2C=C(C=C3)O)C3=CC(=C(C(=C3)OC)OC)OC)C=CC=C1 (1-(2-bromobenzyl)-2-(3,4,5-trimethoxyphenyl)-6-hydroxybenzimidazole), N1(CCCCC1)CCCl (2-(piperidin-1-yl)ethyl chloride). Product: BrC1=C(CN2C(=NC3=C2C=C(C=C3)OCCN3CCCCC3)C3=CC(=C(C(=C3)OC)OC)OC)C=CC=C1 (1-(2-bromobenzyl)-2-(3,4,5-trimethoxyphenyl)-6-[2-(piperidin-1-yl)ethoxy]benzimidazole). As a reaction SMILES: [Br:1][C:2]1[CH:30]=[CH:29][CH:28]=[CH:27][C:3]=1[CH2:4][N:5]1[C:9]2[CH:10]=[C:11]([OH:14])[CH:12]=[CH:13][C:8]=2[N:7]=[C:6]1[C:15]1[CH:20]=[C:19]([O:21][CH3:22])[C:18]([O:23][CH3:24])=[C:17]([O:25][CH3:26])[CH:16]=1.[N:31]1([CH2:37][CH2:38]Cl)[CH2:36][CH2:35][CH2:34][CH2:33][CH2:32]1>>[Br:1][C:2]1[CH:30]=[CH:29][CH:28]=[CH:27][C:3]=1[CH2:4][N:5]1[C:9]2[CH:10]=[C:11]([O:14][CH2:38][CH2:37][N:31]3[CH2:36][CH2:35][CH2:34][CH2:33][CH2:32]3)[CH:12]=[CH:13][C:8]=2[N:7]=[C:6]1[C:15]1[CH:16]=[C:17]([O:25][CH3:26])[C:18]([O:23][CH3:24])=[C:19]([O:21][CH3:22])[CH:20]=1. Reported procedure: The title compound was prepared by reacting the compound of Example 114 with 2-(piperidin-1-yl)ethyl chloride essentially as previously described mp 145° C., NMR, MS 579, 581, IR.